Dataset: the Open Reaction Database (ORD), a public repository of structured organic reaction records. Task: describe an organic reaction: reactants, conditions, products, and yield Starting materials: Cc1[nH]cnc1C=C1CCc2sc3ccccc3c2C1=O, CCO, CO, ClCCl, Cl. Yields the product Cc1[nH]cnc1CC1CCc2sc3ccccc3c2C1=O, Cl. RXN SMILES: [CH3:1][c:2]1[c:3]([CH:7]=[C:8]2[C:9](=[O:21])[c:10]3[c:11]([s:12][c:13]4[c:14]3[cH:15][cH:16][cH:17][cH:18]4)[CH2:19][CH2:20]2)[n:4][cH:5][nH:6]1.[CH3:23][CH2:24][OH:25].[CH3:29][OH:30].[Cl:26][CH2:27][Cl:28].[ClH:22]>>[CH3:1][c:2]1[c:3]([CH2:7][CH:8]2[C:9](=[O:21])[c:10]3[c:11]([s:12][c:13]4[c:14]3[cH:15][cH:16][cH:17][cH:18]4)[CH2:19][CH2:20]2)[n:4][cH:5][nH:6]1.[ClH:22]. Reactants: C(C)(C)(C)OC(CN(C(CN1C(=NC=C1)CN(CCCCCC(=O)O)CC=1N(C=CN1)CC(N(CC(OC(C)(C)C)=O)CC(OC(C)(C)C)=O)=O)=O)CC(OC(C)(C)C)=O)=O (6-(bis((1-(2-(bis(2-tert-butoxy-2-oxoethyl)amino)-2-oxoethyl)-1H-imidazol-2-yl)methyl)amino)hexanoic acid), N1CCCCC1 (piperidine). Run in CN(C)C=O (DMF). The product is N[C@H](C(=O)O)CCCCN(CC=1N(C=CN1)CC(N(CC(OC(C)(C)C)=O)CC(OC(C)(C)C)=O)=O)CC=1N(C=CN1)CC(=O)N(CC(OC(C)(C)C)=O)CC(=O)OC(C)(C)C ((S)-2-amino-6-(bis((1-(2-(bis(2-tert-butoxy-2-oxoethyl)amino)-2-oxoethyl)-1H-imidazol-2-yl)methyl)amino)hexanoic acid). Yield: 79.0%. RXN SMILES: [C:1]([O:5][C:6](=[O:61])[CH2:7][N:8]([CH2:53][C:54](=[O:60])[O:55][C:56]([CH3:59])([CH3:58])[CH3:57])[C:9](=[O:52])[CH2:10][N:11]1[CH:15]=[CH:14][N:13]=[C:12]1[CH2:16][N:17]([CH2:26][C:27]1[N:28]([CH2:32][C:33](=[O:51])[N:34]([CH2:43][C:44](=[O:50])[O:45][C:46]([CH3:49])([CH3:48])[CH3:47])[CH2:35][C:36](=[O:42])[O:37][C:38]([CH3:41])([CH3:40])[CH3:39])[CH:29]=[CH:30][N:31]=1)[CH2:18][CH2:19][CH2:20][CH2:21][CH2:22][C:23]([OH:25])=[O:24])([CH3:4])([CH3:3])[CH3:2].[NH:62]1CCCCC1>CN(C=O)C>[NH2:62][C@@H:22]([CH2:21][CH2:20][CH2:19][CH2:18][N:17]([CH2:26][C:27]1[N:28]([CH2:32][C:33]([N:34]([CH2:43][C:44]([O:45][C:46]([CH3:47])([CH3:48])[CH3:49])=[O:50])[CH2:35][C:36](=[O:42])[O:37][C:38]([CH3:39])([CH3:40])[CH3:41])=[O:51])[CH:29]=[CH:30][N:31]=1)[CH2:16][C:12]1[N:11]([CH2:10][C:9](=[O:52])[N:8]([CH2:7][C:6](=[O:61])[O:5][C:1]([CH3:2])([CH3:3])[CH3:4])[CH2:53][C:54](=[O:60])[O:55][C:56]([CH3:59])([CH3:58])[CH3:57])[CH:15]=[CH:14][N:13]=1)[C:23]([OH:25])=[O:24]. Reported procedure: A solution of 2-4(9H-fluoren-9-yl)methoxy)carbonylamino)-6-(bis((1-(2-(bis(2-tert-butoxy-2-oxoethyl)amino)-2-oxoethyl)-1H-imidazol-2-yl)methyl)amino)hexanoic acid (190 mg, 0.173 mmol) and piperidine (0.50 mL) in DMF (0.50 mL) was stirred at room temperature for 1 hrs. The solvent was evaporated under reduced pressure to give a crude product. The crude product was purified by Biotage SP4 with a gradient method of 5-50% methanol in DCM to give (S)-2-amino-6-(bis((1-(2-(bis(2-tert-butoxy-2-oxoethyl... The reactants are C1CCNCC1, ClCCl, O=C(NC(CC(F)(F)F)C(=O)NC(Cc1ccccc1)(c1ccc(F)cc1)c1cc(F)cc(OC(F)(F)C(F)F)c1)OCC1c2ccccc2-c2ccccc21. Yields the product NC(CC(F)(F)F)C(=O)NC(Cc1ccccc1)(c1ccc(F)cc1)c1cc(F)cc(OC(F)(F)C(F)F)c1. As a reaction SMILES: [CH2:57]1[CH2:58][CH2:59][NH:60][CH2:61][CH2:62]1.[Cl:63][CH2:64][Cl:65].[F:1][C:2]([CH2:3][CH:4]([C:5](=[O:6])[NH:7][C:8]([CH2:9][c:10]1[cH:11][cH:12][cH:13][cH:14][cH:15]1)([c:16]1[cH:17][cH:18][c:19]([F:22])[cH:20][cH:21]1)[c:23]1[cH:24][c:25]([F:36])[cH:26][c:27]([O:29][C:30]([CH:31]([F:32])[F:33])([F:34])[F:35])[cH:28]1)[NH:37][C:38](=[O:39])[O:40][CH2:41][CH:42]1[c:43]2[cH:44][cH:45][cH:46][cH:47][c:48]2-[c:49]2[c:50]1[cH:51][cH:52][cH:53][cH:54]2)([F:55])[F:56]>>[F:1][C:2]([CH2:3][CH:4]([C:5](=[O:6])[NH:7][C:8]([CH2:9][c:10]1[cH:11][cH:12][cH:13][cH:14][cH:15]1)([c:16]1[cH:17][cH:18][c:19]([F:22])[cH:20][cH:21]1)[c:23]1[cH:24][c:25]([F:36])[cH:26][c:27]([O:29][C:30]([CH:31]([F:32])[F:33])([F:34])[F:35])[cH:28]1)[NH2:37])([F:55])[F:56].